Dataset: the Open Reaction Database (ORD), a public repository of structured organic reaction records. Task: describe an organic reaction: reactants, conditions, products, and yield Reactants: C1=CC=C2C(=C1)C=CC=C2C(=O)[O-].[K+] (potassium naphthenate), stannous chloride, C(C)(=O)[O-].[Pb+2].C(C)(=O)[O-] (lead acetate), C1=CC=C2C(=C1)C=CC=C2C(=O)[O-].[K+] (potassium naphthenate). Run in O (water). Conditions: time 1 hour. Yields the product C1=CC=C2C=C(C=CC2=C1)C(=O)[O-].C1=CC=C2C=C(C=CC2=C1)C(=O)[O-].[Pb+2] (lead naphthenates). As a reaction SMILES: [C:1]([O-:4])(=[O:3])[CH3:2].[Pb+2:5].[C:6]([O-:9])(=[O:8])[CH3:7].[CH:10]1[CH:15]=[C:14]2[CH:16]=C[CH:18]=[C:19](C([O-])=O)[C:13]2=[CH:12][CH:11]=1.[K+]>O>[CH:11]1[CH:12]=[C:13]2[C:14]([CH:16]=[C:2]([C:1]([O-:4])=[O:3])[CH:18]=[CH:19]2)=[CH:15][CH:10]=1.[CH:11]1[CH:12]=[C:13]2[C:14]([CH:16]=[C:7]([C:6]([O-:9])=[O:8])[CH:18]=[CH:19]2)=[CH:15][CH:10]=1.[Pb+2:5] |f:0.1.2,3.4,6.7.8|. Reported procedure: On the other hand, 38 g of stannous chloride, 26 g of lead acetate and 200 g of water were charged into a 500 ml beaker equipped with a stirrer and the metal salts were dissolved into the water with stirring. This aqueous solution of the metal salts was added to the aforesaid aqueous solution of potassium naphthenate and a double decomposition reaction was then carried out for 1 hour at 30° C. The reaction mixture was dehydrated, dried and then extracted with toluene. The residue was heated unde...